describe an organic reaction: reactants, conditions, products, and yield From a dataset of the Open Reaction Database (ORD), a public repository of structured organic reaction records. The reactants are COc1ccc(C(=O)CBr)cc1, CCO, N#C[Na], O. The product is COc1ccc(C(=O)CC#N)cc1. Reaction SMILES: [Br:1][CH2:2][C:3](=[O:4])[c:5]1[cH:6][cH:7][c:8]([O:11][CH3:12])[cH:9][cH:10]1.[CH3:13][CH2:14][OH:15].[Na:16][C:17]#[N:18].[OH2:19]>>[CH2:2]([C:3](=[O:4])[c:5]1[cH:6][cH:7][c:8]([O:11][CH3:12])[cH:9][cH:10]1)[C:17]#[N:18]. Reagents/catalysts: [Zn+2].[Br-].[Br-] (ZnBr2). As a reaction SMILES: [Si:1]([O:8][C@@H:9]1[C@@H:14]([O:15][C:16]2[CH:21]=[C:20]([CH:22]=[CH2:23])[CH:19]=[CH:18][C:17]=2[O:24]COC)[C:13]([CH2:28][CH2:29][N:30]([CH3:38])[C:31](=[O:37])[O:32][C:33]([CH3:36])([CH3:35])[CH3:34])=[CH:12][CH2:11][CH2:10]1)([C:4]([CH3:7])([CH3:6])[CH3:5])([CH3:3])[CH3:2].C(S)CCCCCCCCCCC.C([O-])(O)=O.[Na+]>C(Cl)Cl.[Zn+2].[Br-].[Br-]>[Si:1]([O:8][C@@H:9]1[C@@H:14]([O:15][C:16]2[CH:21]=[C:20]([CH:22]=[CH2:23])[CH:19]=[CH:18][C:17]=2[OH:24])[C:13]([CH2:28][CH2:29][N:30]([CH3:38])[C:31](=[O:37])[O:32][C:33]([CH3:36])([CH3:35])[CH3:34])=[CH:12][CH2:11][CH2:10]1)([C:4]([CH3:7])([CH3:6])[CH3:5])([CH3:2])[CH3:3] |f:2.3,5.6.7|. Yields the product [Si](C)(C)(C(C)(C)C)O[C@H]1CCC=C([C@@H]1OC1=C(C=CC(=C1)C=C)O)CCN(C(OC(C)(C)C)=O)C (tert-Butyl (2-((5S,6S)-5-((tert-butyldimethylsilyl)oxy)-6-(2-hydroxy-5-vinylphenoxy)cyclohex-1-en-1-yl)ethyl)(methyl)carbamate). Run at time 10 minute. Reactants: [Si](C)(C)(C(C)(C)C)O[C@H]1CCC=C([C@@H]1OC1=C(C=CC(=C1)C=C)OCOC)CCN(C(OC(C)(C)C)=O)C (tert-Butyl (2-((5S,6S)-5-((tert-butyldimethylsilyl)oxy)-6-(2-(methoxy-methoxy)-5-vinylphenoxy)cyclohex-1-en-1-yl)ethyl)(methyl)carbamate), C(CCCCCCCCCCC)S (1-dodecane thiol), C(=O)(O)[O-].[Na+] (NaHCO3). The yield is 92.5%. The solvent is C(Cl)Cl (CH2Cl2), C(Cl)Cl (CH2Cl2). Reported procedure: To a solution of 20 (1.3 g, 2.4 mmol) in CH2Cl2 (25 mL) at 0° C. was added ZnBr2 (0.59 g, 2.6 mmol) followed by 1-dodecane thiol (1.1 mL, 4.8 mmol). Then the reaction mixture was stirred for 10 minutes, diluted with CH2Cl2 (60 mL), then NaHCO3 (sat) solution was added dropwise and the mixture was filtered through a pad of celite. The aqueous layer was separated and further extracted with CH2Cl2. The combined organic solution was dried with Na2SO4, volatiles were removed in vacuo to provide crude... Starting materials: [OH-].[Na+] (sodium hydroxide), S(O)(O)(=O)=O (sulfuric acid), C(C1=CC=C(C(=O)O)C=C1)(=O)O (terephthalic acid), Cl (hydrochloric acid), Cl (HCl), O1COCOC1 (1,3,5-trioxane), [OH-].[Na+] (sodium hydroxide). The solvent is O (water), ice. Conditions: temperature 120 celsius, time 15 minute. Yields the product C(=O)(O)C=1C=C2COC(=O)C2=CC1 (5-carboxyphthalide). Isolated yield 75.8%. As a reaction SMILES: S(=O)(=O)(O)O.[C:6]([OH:17])(=[O:16])[C:7]1[CH:15]=[CH:14][C:10]([C:11]([OH:13])=[O:12])=[CH:9][CH:8]=1.O1COCO[CH2:19]1.[OH-].[Na+].Cl>O>[C:11]([C:10]1[CH:14]=[C:15]2[C:7](=[CH:8][CH:9]=1)[C:6](=[O:17])[O:16][CH2:19]2)([OH:13])=[O:12] |f:3.4|. Procedure details: To 800 ml of fuming sulfuric acid, containing about 27% of SO3, 260 g (1.56 m) of terephthalic acid are added, under stirring, in 15 minutes and without exceeding the temperature of 25° C. To the thick suspension thus obtained, 120 g (1.33 m) of 1,3,5-trioxane are added under stirring without exceeding the temperature of 35° C., then stirring is continued for 20-30 minutes without cooling, whereby the temperature of the mixture rises to 45-50° C. The mixture is heated to 120° C. and it is noted ... Starting materials: [BH4-].[Na+] (sodium borohydride), C(=O)(OC(C)(C)C)NCCC[C@H](N)C(=O)O (Nδ-Boc-ornithine), [OH-].[Na+] (sodium hydroxide), C(C1=CC=CC=C1)=O (benzaldehyde). Run in CO (methanol), O (Water). Reaction conditions: time 1 hour. The product is C(C1=CC=CC=C1)N[C@@H](CCCNC(=O)OC(C)(C)C)C(=O)O (Nα-Benzyl-Nδ-Boc-Ornithine). Reaction SMILES: [C:1]([NH:8][CH2:9][CH2:10][CH2:11][C@@H:12]([C:14]([OH:16])=[O:15])[NH2:13])([O:3][C:4]([CH3:7])([CH3:6])[CH3:5])=[O:2].[OH-].[Na+].[CH:19](=O)[C:20]1[CH:25]=[CH:24][CH:23]=[CH:22][CH:21]=1.[BH4-].[Na+]>O.CO>[CH2:19]([NH:13][C@H:12]([C:14]([OH:16])=[O:15])[CH2:11][CH2:10][CH2:9][NH:8][C:1]([O:3][C:4]([CH3:7])([CH3:6])[CH3:5])=[O:2])[C:20]1[CH:25]=[CH:24][CH:23]=[CH:22][CH:21]=1 |f:1.2,4.5|. Procedure details: A solution of Nδ-Boc-ornithine (7.0 g), 2M sodium hydroxide (20 ml), benzaldehyde (3.2 ml) and methanol (10 ml) was cooled to 0° C. and sodium borohydride (2.7 g) was added. After 1 hr at 0° C., the mixture was kept at 25° C. for 12 h. Water (100 ml) was added and the mixture extracted with ether (2×60 ml). The combined organic extract was washed with sat. sodium bicarbonate (ca. 150 ml) and water, and dried over anhydrous sodium sulfate. After concentration in vacuo, the desired product (4.5 g)... Reported procedure: The above compound may be made analogous to Example 1 using ethyl 1-(6-((2,6-dimethylbenzyl)amino)-4-oxo-3,4-dihydroquinazolin-2-yl)-1H-pyrazole-4-carboxylate in step D and pyrrolidine in step E. MS (ESI/CI): predicted mass C25H26N6O2, 442.2. The reactants are CC1=C(CNC=2C=C3C(NC(=NC3=CC2)N2N=CC(=C2)C(=O)OCC)=O)C(=CC=C1)C (ethyl 1-(6-((2,6-dimethylbenzyl)amino)-4-oxo-3,4-dihydroquinazolin-2-yl)-1H-pyrazole-4-carboxylate), N1CCCC1 (pyrrolidine). Reaction SMILES: [CH3:1][C:2]1[CH:30]=[CH:29][CH:28]=[C:27]([CH3:31])[C:3]=1[CH2:4][NH:5][C:6]1[CH:7]=[C:8]2[C:13](=[CH:14][CH:15]=1)[N:12]=[C:11]([N:16]1[CH:20]=[C:19]([C:21]([O:23]CC)=[O:22])[CH:18]=[N:17]1)[NH:10][C:9]2=O.[NH:32]1[CH2:36][CH2:35][CH2:34][CH2:33]1>>[CH3:1][C:2]1[CH:30]=[CH:29][CH:28]=[C:27]([CH3:31])[C:3]=1[CH2:4][NH:5][C:6]1[CH:7]=[C:8]2[C:13](=[CH:14][CH:15]=1)[N:12]=[C:11]([N:16]1[CH:20]=[C:19]([C:21]([OH:23])=[O:22])[CH:18]=[N:17]1)[N:10]=[C:9]2[N:32]1[CH2:36][CH2:35][CH2:34][CH2:33]1. The product is CC1=C(CNC=2C=C3C(=NC(=NC3=CC2)N2N=CC(=C2)C(=O)O)N2CCCC2)C(=CC=C1)C (1-(6-((2,6-Dimethylbenzyl)amino)-4-(pyrrolidin-1-yl)quinazolin-2-yl)-1 H-pyrazole-4-carboxylic acid). The reactants are C(C)(C)(C)OC(=O)NC1=NC(=NS1)C(C(=O)O)=NOCC=C (2-(5-t-butoxycarbonylamino-1,2,4-thiadiazol-3-yl)-2-(propen-3-yloxyimino)acetic acid). Solvent: FC(C(=O)O)(F)F (trifluoroacetic acid). Run at time 1 hour. The product is NC1=NC(=NS1)C(C(=O)O)=NOCC=C (2-(5-Amino-1,2,4-thiadiazol-3-yl)-2-(propen-3-yloxyimino)acetic acid). Yield: 94.7%. RXN SMILES: C(OC([NH:8][C:9]1[S:13][N:12]=[C:11]([C:14](=[N:18][O:19][CH2:20][CH:21]=[CH2:22])[C:15]([OH:17])=[O:16])[N:10]=1)=O)(C)(C)C>FC(F)(F)C(O)=O>[NH2:8][C:9]1[S:13][N:12]=[C:11]([C:14](=[N:18][O:19][CH2:20][CH:21]=[CH2:22])[C:15]([OH:17])=[O:16])[N:10]=1. Procedure details: A solution of 570 mg (1.74 mmoles) of 2-(5-t-butoxycarbonylamino-1,2,4-thiadiazol-3-yl)-2-(propen-3-yloxyimino)acetic acid in 6 ml of trifluoroacetic acid was allowed to stand for 1 hour at ambient temperature. Evaporation followed by trituration with 30 ml of isopropyl ether gave 376 mg (95%) of the title compound. Mp. 109° C. (dec.).